Task: describe an organic reaction: reactants, conditions, products, and yield. Dataset: the Open Reaction Database (ORD), a public repository of structured organic reaction records Reactants: COC1=C(C(=O)O)C=CC=N1 (2-methoxynicotinic acid), BrBr (Br2). Solvent: O (H2O). Conditions: time 8 hour. Product: BrC=1C=NC(=C(C(=O)O)C1)OC (5-bromo-2-methoxynicotinic acid). Isolated yield 82.5%. RXN SMILES: [CH3:1][O:2][C:3]1[N:11]=[CH:10][CH:9]=[CH:8][C:4]=1[C:5]([OH:7])=[O:6].[Br:12]Br>O>[Br:12][C:9]1[CH:10]=[N:11][C:3]([O:2][CH3:1])=[C:4]([CH:8]=1)[C:5]([OH:7])=[O:6]. Reported procedure: To a solution of 2-methoxynicotinic acid (20 g, 130.60 mmol) in H2O (1500 mL), Br2 (20 mL, 375.45 mmol) was added at room temperature. The mixture was stirred at room temperature overnight. The reaction mixture was filtered, washed with water and dried to provide 5-bromo-2-methoxynicotinic acid (25 g, yield: 82%). 1H-NMR (DMSO, 400 MHz) δ 13.33 (br s, 1H), 8.47 (d, J=2.4 Hz, 1H), 8.21 (d, J=2.4 Hz, 1H), 3.90 (s, 3H). MS (M+H)+: 232/234. Reactants: C(C)(C)(C)O[C@H](C(=O)O)C=1C(=C2C=CC(=NC2=CC1C)C1=CC=NN1)C1=CC=C(C=C1)Cl ((S)-2-tert-Butoxy-2-(5-(4-chlorophenyl)-7-methyl-2-(1H-pyrazol-5-yl)quinolin-6-yl)acetic acid), CC1(OB(OC1(C)C)C=1C=NNC1)C (4-(4,4,5,5-tetramethyl-1,3,2-dioxaborolan-2-yl)-1H-pyrazole). Conditions: time 1 hour. Yields the product C(C)(C)(C)O[C@H](C(=O)O)C=1C(=C2C=CC(=NC2=CC1C)C=1C=NNC1)C1=CC=C(C=C1)Cl ((S)-2-tert-butoxy-2-(5-(4-chlorophenyl)-7-methyl-2-(1H-pyrazol-4-yl)quinolin-6-yl)acetic acid). As a reaction SMILES: [C:1]([O:5][C@@H:6]([C:10]1[C:11]([C:26]2[CH:31]=[CH:30][C:29]([Cl:32])=[CH:28][CH:27]=2)=[C:12]2[C:17](=[CH:18][C:19]=1[CH3:20])[N:16]=[C:15](C1NN=CC=1)[CH:14]=[CH:13]2)[C:7]([OH:9])=[O:8])([CH3:4])([CH3:3])[CH3:2].CC1(C)C(C)(C)OB([C:41]2[CH:42]=[N:43][NH:44][CH:45]=2)O1>>[C:1]([O:5][C@@H:6]([C:10]1[C:11]([C:26]2[CH:31]=[CH:30][C:29]([Cl:32])=[CH:28][CH:27]=2)=[C:12]2[C:17](=[CH:18][C:19]=1[CH3:20])[N:16]=[C:15]([C:41]1[CH:42]=[N:43][NH:44][CH:45]=1)[CH:14]=[CH:13]2)[C:7]([OH:9])=[O:8])([CH3:2])([CH3:3])[CH3:4]. Procedure details: (S)-2-tert-Butoxy-2-(5-(4-chlorophenyl)-7-methyl-2-(1H-pyrazol-4-yl)quinolin-6-yl)acetic acid (77) was prepared following the procedure for (S)-2-tert-butoxy-2-(5-(4-chlorophenyl)-7-methyl-2-(1H-pyrazol-5-yl)quinolin-6-yl)acetic acid of Example 70 except that 4-(4,4,5,5-tetramethyl-1,3,2-dioxaborolan-2-yl)-1H-pyrazole was used instead of 1H-pyrazol-5-ylboronic acid and the in the final step the reaction was stirred for 1 hour. 1H-NMR: 400 MHz, (CD3CN) δ: 8.45 (s, 2 H), 8.08 (s, 1 H), 7.89 (d, J=... Reactants: OC(C/C=C/C1=C(C(=O)OC)C=CC=C1)CC1=CC=CC=C1 ((E)-Methyl 2-(4-hydroxy-5-phenylpent-1-en-1-yl)benzoate). Reagents/catalysts: [Pd] (Pd/C). The solvent is CO (MeOH). Yields the product OC(CCCC1=C(C(=O)OC)C=CC=C1)CC1=CC=CC=C1 (Methyl 2-(4-hydroxy-5-phenylpentyl)benzoate). Yield: 86.9%. As a reaction SMILES: [OH:1][CH:2]([CH2:16][C:17]1[CH:22]=[CH:21][CH:20]=[CH:19][CH:18]=1)[CH2:3]/[CH:4]=[CH:5]/[C:6]1[CH:15]=[CH:14][CH:13]=[CH:12][C:7]=1[C:8]([O:10][CH3:11])=[O:9]>CO.[Pd]>[OH:1][CH:2]([CH2:16][C:17]1[CH:22]=[CH:21][CH:20]=[CH:19][CH:18]=1)[CH2:3][CH2:4][CH2:5][C:6]1[CH:15]=[CH:14][CH:13]=[CH:12][C:7]=1[C:8]([O:10][CH3:11])=[O:9]. Procedure: A solution of 30c (2.59 g, 8.75 mmol) in MeOH (100 mL) was hydrogenated using 10% Pd/C (0.93 g, 0.88 mmol) as catalyst at atmospheric pressure overnight. The catalyst was removed by filtration, and the solution was evaporated at reduced pressure to afford the desired product (2.27 g, 97% yield). Starting materials: [Si](C)(C)(C(C)(C)C)OCCCN1C=2C=CC(=CC2C=2C3C(C(CC12)C1=C(C=CC=C1)OC)C(NC3=O)=O)OC (6-(3-{[tert-Butyl(dimethyl)silyl]oxy}propyl)-9-methoxy-4-(2-methoxyphenyl)-4,5,6,10c-tetrahydropyrrolo[3,4-c]carbazole-1,3(2H, 3aH)-dione), C(#N)C1=C(C(=O)C(=C(C1=O)Cl)Cl)C#N (DDQ), Cl (HCl). The solvent is C1CCOC1.CO (THF methanol). Yields the product OCCCN1C=2C=CC(=CC2C=2C3=C(C(=CC12)C1=C(C=CC=C1)OC)C(NC3=O)=O)OC (6-(3-Hydroxypropyl)-9-methoxy-4-(2-methoxyphenyl)pyrrolo[3,4-c]carbazole-1,3(2H,6H)-dione). Yield: 72.0%. Reaction SMILES: [Si]([O:8][CH2:9][CH2:10][CH2:11][N:12]1[C:24]2[CH2:23][CH:22]([C:25]3[CH:30]=[CH:29][CH:28]=[CH:27][C:26]=3[O:31][CH3:32])[CH:21]3[C:33](=[O:37])[NH:34][C:35](=[O:36])[CH:20]3[C:19]=2[C:18]2[CH:17]=[C:16]([O:38][CH3:39])[CH:15]=[CH:14][C:13]1=2)(C(C)(C)C)(C)C.C(C1C(=O)C(Cl)=C(Cl)C(=O)C=1C#N)#N.Cl>C1COCC1.CO>[OH:8][CH2:9][CH2:10][CH2:11][N:12]1[C:24]2[CH:23]=[C:22]([C:25]3[CH:30]=[CH:29][CH:28]=[CH:27][C:26]=3[O:31][CH3:32])[C:21]3[C:33](=[O:37])[NH:34][C:35](=[O:36])[C:20]=3[C:19]=2[C:18]2[CH:17]=[C:16]([O:38][CH3:39])[CH:15]=[CH:14][C:13]1=2 |f:3.4|. Procedure details: The reaction of 6-(3-{[tert-Butyl(dimethyl)silyl)oxy}propyl)-9-methoxy-4-(2-methoxyphenyl)-4,5,6,10c-tetrahydropyrrolo[3,4-c]carbazole-1,3(2H,3aH)-dione (IV; Ar=2-methoxyphenyl; R10═CH2CH2CH2OSiMe2t-Bu) prepared as described in example 52 with DDQ using the procedure described in example 70 followed reaction with 2N HCl in THF/methanol gave 6-(3-Hydroxypropyl)-9-methoxy-4-(2-methoxyphenyl)pyrrolo[3,4-c]carbazole-1,3(2H,6H)-dione (V; Ar=2-methoxyphenyl, R10═CH2CH2CH2OH) (100) in a 72% yield as an... Reactants: O=C([O-])[O-], c1ccc(C(c2ccccc2)N2CCNCC2)cc1, Cc1ccc(-c2ccc3c(c2)C=C(C(=O)Nc2ccc(CCl)cc2)CC3)cc1, [K+], [K+], CN(C)C=O, O. Product: Cc1ccc(-c2ccc3c(c2)C=C(C(=O)Nc2ccc(CN4CCN(C(c5ccccc5)c5ccccc5)CC4)cc2)CC3)cc1. Reaction SMILES: [C:48](=[O:49])([O-:50])[O-:51].[CH:29]([c:30]1[cH:31][cH:32][cH:33][cH:34][cH:35]1)([c:36]1[cH:37][cH:38][cH:39][cH:40][cH:41]1)[N:42]1[CH2:43][CH2:44][NH:45][CH2:46][CH2:47]1.[Cl:1][CH2:2][c:3]1[cH:4][cH:5][c:6]([NH:9][C:10](=[O:11])[C:12]2=[CH:13][c:14]3[cH:15][c:16](-[c:22]4[cH:23][cH:24][c:25]([CH3:28])[cH:26][cH:27]4)[cH:17][cH:18][c:19]3[CH2:20][CH2:21]2)[cH:7][cH:8]1.[K+:52].[K+:53].[O:55]=[CH:56][N:57]([CH3:58])[CH3:59].[OH2:54]>>[CH2:2]([c:3]1[cH:4][cH:5][c:6]([NH:9][C:10](=[O:11])[C:12]2=[CH:13][c:14]3[cH:15][c:16](-[c:22]4[cH:23][cH:24][c:25]([CH3:28])[cH:26][cH:27]4)[cH:17][cH:18][c:19]3[CH2:20][CH2:21]2)[cH:7][cH:8]1)[N:45]1[CH2:44][CH2:43][N:42]([CH:29]([c:30]2[cH:31][cH:32][cH:33][cH:34][cH:35]2)[c:36]2[cH:37][cH:38][cH:39][cH:40][cH:41]2)[CH2:47][CH2:46]1. Reactants: C1CCOC1, CCO, Cl, [Li+], [Li+], [OH-], [OH-], O, O, CCOC(=O)C1COCCN1Cc1ccccc1. Yields the product O=C(O)C1COCCN1Cc1ccccc1. Reaction SMILES: [CH2:25]1[O:26][CH2:27][CH2:28][CH2:29]1.[CH3:30][CH2:31][OH:32].[ClH:24].[Li+:21].[Li+:22].[OH-:20].[OH-:23].[OH2:19].[OH2:33].[c:1]1([CH2:7][N:8]2[CH:9]([C:14](=[O:15])[O:16][CH2:17][CH3:18])[CH2:10][O:11][CH2:12][CH2:13]2)[cH:2][cH:3][cH:4][cH:5][cH:6]1>>[c:1]1([CH2:7][N:8]2[CH:9]([C:14](=[O:15])[OH:16])[CH2:10][O:11][CH2:12][CH2:13]2)[cH:2][cH:3][cH:4][cH:5][cH:6]1.